describe an organic reaction: reactants, conditions, products, and yield From a dataset of the Open Reaction Database (ORD), a public repository of structured organic reaction records. Starting materials: FC1=CC=C(OC2=CC=C(C=C2)B2OC(C(O2)(C)C)(C)C)C=C1 (2-(4-(4-fluorophenoxy)phenyl)-4,4,5,5-tetramethyl-1,3,2-dioxaborolane), C(=O)([O-])[O-].[Na+].[Na+] (Na2CO3), ClC1=NC(=CC(=N1)C(=O)OC)N[C@H](C(=O)OC)C ((S)-methyl 2-chloro-6-((1-methoxy-1-oxopropan-2-yl)amino)pyrimidine-4-carboxylate). Reagents/catalysts: C1=CC=C(C=C1)P([C-]2C=CC=C2)C3=CC=CC=C3.C1=CC=C(C=C1)P([C-]2C=CC=C2)C3=CC=CC=C3.Cl[Pd]Cl.[Fe+2] (PdCl2(dppf)). Run in O1CCOCC1 (dioxane). Conditions: temperature 100 celsius. Product: FC1=CC=C(OC2=CC=C(C=C2)C2=NC(=CC(=N2)C(=O)OC)N[C@H](C(=O)OC)C)C=C1 ((S)-methyl 2-(4-(4-fluorophenoxy)phenyl)-6-((1-methoxy-1-oxopropan-2-yl)amino)pyrimidine-4-carboxylate). The yield is 1.9%. Reaction SMILES: Cl[C:2]1[N:7]=[C:6]([C:8]([O:10][CH3:11])=[O:9])[CH:5]=[C:4]([NH:12][C@@H:13]([CH3:18])[C:14]([O:16][CH3:17])=[O:15])[N:3]=1.[F:19][C:20]1[CH:41]=[CH:40][C:23]([O:24][C:25]2[CH:30]=[CH:29][C:28](B3OC(C)(C)C(C)(C)O3)=[CH:27][CH:26]=2)=[CH:22][CH:21]=1.C([O-])([O-])=O.[Na+].[Na+]>O1CCOCC1.C1C=CC(P(C2C=CC=CC=2)[C-]2C=CC=C2)=CC=1.C1C=CC(P(C2C=CC=CC=2)[C-]2C=CC=C2)=CC=1.Cl[Pd]Cl.[Fe+2]>[F:19][C:20]1[CH:41]=[CH:40][C:23]([O:24][C:25]2[CH:30]=[CH:29][C:28]([C:2]3[N:7]=[C:6]([C:8]([O:10][CH3:11])=[O:9])[CH:5]=[C:4]([NH:12][C@@H:13]([CH3:18])[C:14]([O:16][CH3:17])=[O:15])[N:3]=3)=[CH:27][CH:26]=2)=[CH:22][CH:21]=1 |f:2.3.4,6.7.8.9|. Reported procedure: To a mixture of the (S)-methyl 2-chloro-6-((1-methoxy-1-oxopropan-2-yl)amino)pyrimidine-4-carboxylate (4.826 g, 17.63 mmol) in dioxane (100 mL) was added 2-(4-(4-fluorophenoxy)phenyl)-4,4,5,5-tetramethyl-1,3,2-dioxaborolane (6.651 g, 21.17 mmol), 2M aqueous Na2CO3 (17.6 mL, 35.2 mmol) and PdCl2(dppf) (0.727 g, 0.89 mmol). The flask was flushed with argon, sealed, and heated on a 100° C. oil bath for 30 minutes. The flask ruptured. As much of the reaction mixture as possible was partitioned betwe...